This data is from the Open Reaction Database (ORD), a public repository of structured organic reaction records. The task is: describe an organic reaction: reactants, conditions, products, and yield Starting materials: NN (hydrazine), NN (hydrazine), NN (hydrazine), nitro, COC1=CC(=C(C(=O)N2C(C[C@H](C2)O)CO[Si](C)(C)C(C)(C)C)C=C1OC)[N+](=O)[O-] ((4R)-N-(4,5-Dimethoxy-2-nitrobenzoyl)-2-(tert-butyldimethylsilyloxymethyl)-4-hydroxypyrrolidine), O=[Al]O[Al]=O (anti-bumping granules), C(Cl)(Cl)Cl.CO (CHCl3 MeOH), amine. The reagents and catalysts are [Ni] (Ni), [Ni] (Ni), [Ni] (Ni). The solvent is CO (MeOH), CO (MeOH), CO (MeOH). Yields the product NC1=C(C(=O)N2[C@@H](C[C@H](C2)O)CO[Si](C)(C)C(C)(C)C)C=C(C(=C1)OC)OC ((2S)(4R)-N-(2-Amino-4,5-dimethoxybenzoyl)-2-(tert-butyldimethylsilyloxymethyl)-4-hydroxypyrrolidine). Yield: 95.0%. Reaction SMILES: NN.[CH3:3][O:4][C:5]1[C:27]([O:28][CH3:29])=[CH:26][C:8]([C:9]([N:11]2[CH2:15][C@H:14]([OH:16])[CH2:13][CH:12]2[CH2:17][O:18][Si:19]([C:22]([CH3:25])([CH3:24])[CH3:23])([CH3:21])[CH3:20])=[O:10])=[C:7]([N+:30]([O-])=O)[CH:6]=1.O=[Al]O[Al]=O.C(Cl)(Cl)Cl.CO>CO.[Ni]>[NH2:30][C:7]1[CH:6]=[C:5]([O:4][CH3:3])[C:27]([O:28][CH3:29])=[CH:26][C:8]=1[C:9]([N:11]1[CH2:15][C@H:14]([OH:16])[CH2:13][C@H:12]1[CH2:17][O:18][Si:19]([C:22]([CH3:25])([CH3:24])[CH3:23])([CH3:21])[CH3:20])=[O:10] |f:3.4|. Procedure details: A solution of hydrazine (6.59 g, 6.40 mL, 205.5 mmol) in MeOH (110 mL) was added dropwise to a solution of the nitro-compound 35 (18.1 g, 41.1 mmol), over anti-bumping granules and Raney Ni (2.6 g) in MeOH (325 mL) and heated at reflux. After 1 hour at reflux TLC (95% CHCl3/MeOH) revealed some amine formation. The reaction mixture was treated with further Raney Ni (2.6 g) and hydrazine (6.40 mL) in MeOH (50 mL) and was heated at reflux for an additional 30 minutes at which point TLC revealed rea...